This data is from the Open Reaction Database (ORD), a public repository of structured organic reaction records. The task is: describe an organic reaction: reactants, conditions, products, and yield The reactants are CS(=O)(=O)O, CO, Cn1c(=O)c2c(c(C=O)c(N3CCCC(NC(=O)OC(C)(C)C)C3)n2Cc2ccccc2Cl)n(C)c1=O, [Na+], [Na+], OO, O=S([O-])[O-]. The product is Cn1c(=O)c2c(c(O)c(N3CCCC(NC(=O)OC(C)(C)C)C3)n2Cc2ccccc2Cl)n(C)c1=O. As a reaction SMILES: [CH3:1][S:2](=[O:3])(=[O:4])[OH:5].[CH3:51][OH:52].[Cl:8][c:9]1[c:10]([CH2:11][n:12]2[c:13]([N:27]3[CH2:28][CH:29]([NH:33][C:34]([O:35][C:36]([CH3:37])([CH3:38])[CH3:39])=[O:40])[CH2:30][CH2:31][CH2:32]3)[c:14]([CH:25]=[O:26])[c:15]3[n:16]([CH3:24])[c:17](=[O:23])[n:18]([CH3:22])[c:19](=[O:21])[c:20]23)[cH:41][cH:42][cH:43][cH:44]1.[Na+:49].[Na+:50].[OH:6][OH:7].[S:45](=[O:46])([O-:47])[O-:48]>>[Cl:8][c:9]1[c:10]([CH2:11][n:12]2[c:13]([N:27]3[CH2:28][CH:29]([NH:33][C:34]([O:35][C:36]([CH3:37])([CH3:38])[CH3:39])=[O:40])[CH2:30][CH2:31][CH2:32]3)[c:14]([OH:46])[c:15]3[n:16]([CH3:24])[c:17](=[O:23])[n:18]([CH3:22])[c:19](=[O:21])[c:20]23)[cH:41][cH:42][cH:43][cH:44]1. Starting materials: ClC=1C=C(C=CC1)[C@H]1CCC(N([C@@H]1C1=CC=C(C=C1)Cl)[C@H](CO)CC)=O ((5R,6S)-5-(3-chlorophenyl)-6-(4-chlorophenyl)-1-((S)-1-hydroxybutan-2-yl)piperidin-2-one), BrCC1CC1 (bromomethylcyclopropane), CC(C)([O-])C.[Na+] (sodium t-butoxide). Solvent: CN(C)C=O (DMF). Run at temperature 0 celsius, time 2 hour. The product is ClC=1C=C(C=CC1)[C@H]1CCC(N([C@@H]1C1=CC=C(C=C1)Cl)[C@H](COCC1CC1)CC)=O ((5R,6S)-5-(3-chlorophenyl)-6-(4-chlorophenyl)-1-((S)-1-(cyclopropylmethoxy)butan-2-yl)piperidin-2-one). RXN SMILES: [Cl:1][C:2]1[CH:3]=[C:4]([C@@H:8]2[C@@H:13]([C:14]3[CH:19]=[CH:18][C:17]([Cl:20])=[CH:16][CH:15]=3)[N:12]([C@@H:21]([CH2:24][CH3:25])[CH2:22][OH:23])[C:11](=[O:26])[CH2:10][CH2:9]2)[CH:5]=[CH:6][CH:7]=1.Br[CH2:28][CH:29]1[CH2:31][CH2:30]1.CC(C)([O-])C.[Na+]>CN(C=O)C>[Cl:1][C:2]1[CH:3]=[C:4]([C@@H:8]2[C@@H:13]([C:14]3[CH:19]=[CH:18][C:17]([Cl:20])=[CH:16][CH:15]=3)[N:12]([C@@H:21]([CH2:24][CH3:25])[CH2:22][O:23][CH2:28][CH:29]3[CH2:31][CH2:30]3)[C:11](=[O:26])[CH2:10][CH2:9]2)[CH:5]=[CH:6][CH:7]=1 |f:2.3|. Procedure details: To a solution of 1.48 g (3.77 mmol) of (5R,6S)-5-(3-chlorophenyl)-6-(4-chlorophenyl)-1-((S)-1-hydroxybutan-2-yl)piperidin-2-one (Example 68, Step A) and bromomethylcyclopropane (0.828 mL, 7.54 mmol) in DMF (20 mL) was added sodium t-butoxide (0.544 g, 5.66 mmol) at 0° C. The mixture was stirred at 0° C. for 2 h and then warmed to rt. Then the reaction was stirred at rt for 14 h. The reaction was quenched with sat. aqueous NH4Cl solution and extracted with EtOAc. The combined organic layers were ... The reactants are [Cl-].[NH4+] (ammonium chloride), C(C)OP(OCC)(=O)CO (hydroxymethylphosphonic acid diethylester), ClCC#CCCl (1,4-dichloro-2-butyne), tetra-n-butylammonium iodide,, [H-].[Na+] (sodium hydride). Run in O1CCCC1 (tetrahydrofuran). Reaction conditions: temperature 0 celsius, time 8 hour. The product is C(C)OP(OCC)(=O)COCC#CCCl ((4-Chloro-2-butynyloxy)methylphosphonic acid diethylester). Reaction SMILES: [CH2:1]([O:3][P:4]([CH2:9][OH:10])(=[O:8])[O:5][CH2:6][CH3:7])[CH3:2].[Cl:11][CH2:12][C:13]#[C:14][CH2:15]Cl.[H-].[Na+].[Cl-].[NH4+]>O1CCCC1>[CH2:1]([O:3][P:4]([CH2:9][O:10][CH2:15][C:14]#[C:13][CH2:12][Cl:11])(=[O:8])[O:5][CH2:6][CH3:7])[CH3:2] |f:2.3,4.5|. Procedure: To a mixture of hydroxymethylphosphonic acid diethylester (3.35 g, 20 mmol), 1,4-dichloro-2-butyne (3.8 g, 30 mmol) and tetra-n-butylammonium iodide,(0.75 g, 2 mmol) in anhydrous tetrahydrofuran (100 ml), sodium hydride (0.95 g, 24 mmol, 60% in oil) is added in portions at 0° C. The resulting mixture is stirred overnight at 0° C. Then the reaction mixture is stirred overnight at 20° C., hydrolyzed with a saturated solution of ammonium chloride and extracted with diethylether. The title product i... Reactants: F[B-](F)(F)F, Brc1ccc2nccnc2c1, CC(C)(C)[PH+](C(C)(C)C)C(C)(C)C, C=C(OCC)[Sn](CCCC)(CCCC)CCCC, CC(=O)[O-], CC(=O)[O-], CN(C)C=O, [Pd+2]. Yields the product CC(=O)c1ccc2nccnc2c1. RXN SMILES: [B-:30]([F:31])([F:32])([F:33])[F:34].[Br:1][c:2]1[cH:3][c:4]2[n:5][cH:6][cH:7][n:8][c:9]2[cH:10][cH:11]1.[C:35]([PH+:36]([C:37]([CH3:38])([CH3:39])[CH3:40])[C:41]([CH3:42])([CH3:43])[CH3:44])([CH3:45])([CH3:46])[CH3:47].[CH2:12]([CH3:13])[O:14][C:15]([Sn:16]([CH2:17][CH2:18][CH2:19][CH3:20])([CH2:21][CH2:22][CH2:23][CH3:24])[CH2:25][CH2:26][CH2:27][CH3:28])=[CH2:29].[O-:54][C:55]([CH3:56])=[O:57].[O-:58][C:59]([CH3:60])=[O:61].[O:48]=[CH:49][N:50]([CH3:51])[CH3:52].[Pd+2:53]>>[c:2]1([C:12]([CH3:13])=[O:14])[cH:3][c:4]2[n:5][cH:6][cH:7][n:8][c:9]2[cH:10][cH:11]1. Starting materials: BrC1=C(C(=C(C(=C1OS(=O)(=O)C=1C(=CC=CC1)C)Br)Br)Br)Br (o-toluenesulfonic acid pentabromophenyl ester), C=1(C(=CC=CC1)S(=O)(=O)Cl)C (o-toluenesulfonyl chloride). The product is BrC1=C(C(=C(C(=C1OS(=O)(=O)C1=CC=C(C=C1)C)Br)Br)Br)Br (p-toluenesulfonic acid pentabromophenyl ester). Reaction SMILES: [Br:1][C:2]1[C:7]([O:8][S:9]([C:12]2[C:13](C)=[CH:14][CH:15]=[CH:16][CH:17]=2)(=[O:11])=[O:10])=[C:6]([Br:19])[C:5]([Br:20])=[C:4]([Br:21])[C:3]=1[Br:22].[C:23]1(C)C(S(Cl)(=O)=O)=CC=CC=1>>[Br:1][C:2]1[C:7]([O:8][S:9]([C:12]2[CH:13]=[CH:14][C:15]([CH3:23])=[CH:16][CH:17]=2)(=[O:10])=[O:11])=[C:6]([Br:19])[C:5]([Br:20])=[C:4]([Br:21])[C:3]=1[Br:22]. Procedure details: The o-toluenesulfonic acid pentabromophenyl ester can be prepared in the same manner by using the same molar amount of o-toluenesulfonyl chloride instead of the para compound. Starting materials: [Al+3], C1CCOC1, CCCCOc1nc(N)c2ncn(CCOc3ccccc3C(=O)OC)c2n1, [H-], [H-], [H-], [H-], [Li+], [Na+], [OH-]. Yields the product CCCCOc1nc(N)c2ncn(CCOc3ccccc3CO)c2n1. As a reaction SMILES: [Al+3:2].[CH2:37]1[O:38][CH2:39][CH2:40][CH2:41]1.[CH2:7]([CH2:8][CH2:9][CH3:10])[O:11][c:12]1[n:13][c:14]([NH2:34])[c:15]2[n:16][cH:17][n:18]([CH2:21][CH2:22][O:23][c:24]3[c:25]([C:30](=[O:31])[O:32][CH3:33])[cH:26][cH:27][cH:28][cH:29]3)[c:19]2[n:20]1.[H-:1].[H-:4].[H-:5].[H-:6].[Li+:3].[Na+:36].[OH-:35]>>[CH2:7]([CH2:8][CH2:9][CH3:10])[O:11][c:12]1[n:13][c:14]([NH2:34])[c:15]2[n:16][cH:17][n:18]([CH2:21][CH2:22][O:23][c:24]3[c:25]([CH2:30][OH:31])[cH:26][cH:27][cH:28][cH:29]3)[c:19]2[n:20]1.